This data is from the Open Reaction Database (ORD), a public repository of structured organic reaction records. The task is: describe an organic reaction: reactants, conditions, products, and yield Reactants: Br, CC(=O)O, CO, Cl, COc1nccc2c(=O)c(-c3ccc(C4(N)CCC4)cc3)c(-c3ccccc3)oc12, [Na+], [OH-], O. Product: Cl, NC1(c2ccc(-c3c(-c4ccccc4)oc4c(=O)[nH]ccc4c3=O)cc2)CCC1. As a reaction SMILES: [BrH:37].[C:38]([OH:39])(=[O:40])[CH3:41].[CH3:32][OH:33].[ClH:1].[NH2:2][C:3]1([c:7]2[cH:8][cH:9][c:10](-[c:13]3[c:14](=[O:31])[c:15]4[c:16]([c:17]([O:21][CH3:22])[n:18][cH:19][cH:20]4)[o:23][c:24]3-[c:25]3[cH:26][cH:27][cH:28][cH:29][cH:30]3)[cH:11][cH:12]2)[CH2:4][CH2:5][CH2:6]1.[Na+:36].[OH-:35].[OH2:34]>>[ClH:1].[NH2:2][C:3]1([c:7]2[cH:8][cH:9][c:10](-[c:13]3[c:14](=[O:31])[c:15]4[c:16]([c:17](=[O:21])[nH:18][cH:19][cH:20]4)[o:23][c:24]3-[c:25]3[cH:26][cH:27][cH:28][cH:29][cH:30]3)[cH:11][cH:12]2)[CH2:4][CH2:5][CH2:6]1. Reactants: O=C([O-])[O-], CN1CCNCC1, CC(C)=O, CCOC(C)=O, Cc1ccc(C(=O)Nc2cccc(N3CCOCC3)c2)cc1NC(=O)c1cccc(CCl)c1, [K+], [K+]. The product is Cc1ccc(C(=O)Nc2cccc(N3CCOCC3)c2)cc1NC(=O)c1cccc(CN2CCN(C)CC2)c1. Reaction SMILES: [C:41](=[O:42])([O-:43])[O-:44].[CH3:1][N:2]1[CH2:3][CH2:4][NH:5][CH2:6][CH2:7]1.[CH3:47][C:48](=[O:49])[CH3:50].[CH3:51][CH2:52][O:53][C:54](=[O:55])[CH3:56].[Cl:8][CH2:9][c:10]1[cH:11][c:12]([C:13](=[O:14])[NH:15][c:16]2[cH:17][c:18]([C:19](=[O:20])[NH:21][c:22]3[cH:23][c:24]([N:28]4[CH2:29][CH2:30][O:31][CH2:32][CH2:33]4)[cH:25][cH:26][cH:27]3)[cH:34][cH:35][c:36]2[CH3:37])[cH:38][cH:39][cH:40]1.[K+:45].[K+:46]>>[CH3:1][N:2]1[CH2:3][CH2:4][N:5]([CH2:9][c:10]2[cH:11][c:12]([C:13](=[O:14])[NH:15][c:16]3[cH:17][c:18]([C:19](=[O:20])[NH:21][c:22]4[cH:23][c:24]([N:28]5[CH2:29][CH2:30][O:31][CH2:32][CH2:33]5)[cH:25][cH:26][cH:27]4)[cH:34][cH:35][c:36]3[CH3:37])[cH:38][cH:39][cH:40]2)[CH2:6][CH2:7]1. Reactants: CSC1=NC=NC(=C1)[Sn](CCCC)(CCCC)CCCC (4-methylsulfanyl-6-tributylstannanyl-pyrimidine), ClC1=NC=CN=C1Cl (2,3-dichloro-pyrazine), C1(=CC=CC=C1)P(C1=CC=CC=C1)C1=CC=CC=C1 (triphenylphosphine). Reagents/catalysts: C(C)(=O)[O-].[Pd+2].C(C)(=O)[O-] (palladium (II) acetate). The solvent is O1CCOCC1 (dioxane). Reaction conditions: temperature 120 celsius, time 16 hour. The product is ClC=1C(=NC=CN1)C1=NC=NC(=C1)SC (4-(3-Chloro-pyrazin-2-yl)-6-methylsulfanyl-pyrimidine). Reaction SMILES: [CH3:1][S:2][C:3]1[CH:8]=[C:7]([Sn](CCCC)(CCCC)CCCC)[N:6]=[CH:5][N:4]=1.[Cl:22][C:23]1[C:28](Cl)=[N:27][CH:26]=[CH:25][N:24]=1.C1(P(C2C=CC=CC=2)C2C=CC=CC=2)C=CC=CC=1>C([O-])(=O)C.[Pd+2].C([O-])(=O)C.O1CCOCC1>[Cl:22][C:23]1[C:28]([C:7]2[CH:8]=[C:3]([S:2][CH3:1])[N:4]=[CH:5][N:6]=2)=[N:27][CH:26]=[CH:25][N:24]=1 |f:3.4.5|. Procedure: A mixture of 4-methylsulfanyl-6-tributylstannanyl-pyrimidine (1.80 g, 4.33 mmol), 2,3-dichloro-pyrazine (1.94 g, 13 mmol), triphenylphosphine (0.907 g, 3.46 mmol), palladium (II) acetate (194 mg, 0.866 mmol) and dioxane (15 mL) was degassed and sealed in a pressure tube. After stirring at 120° C. for 16 h, the reaction mixture was concentrated, and the residue purified by silica gel flash chromatography (10% to 30% ethyl acetate in hexanes as eluant) to afford the title compound. 1H NMR 300 MHz ...